From a dataset of the Open Reaction Database (ORD), a public repository of structured organic reaction records. describe an organic reaction: reactants, conditions, products, and yield Starting materials: CC1(N=C(OC1)C1=C(CC2=NC(=CC(=N2)OC)OC)C=CC=C1)C (2-(2-(4,4-dimethyl-oxazolin-2-yl)-benzyl)-4,6-dimethoxypyrimidine), BrN1C(CCC1=O)=O (N-bromosuccinimide), C(C1=CC=CC=C1)(=O)OOC(C1=CC=CC=C1)=O (benzoyl peroxide). The solvent is C(Cl)(Cl)(Cl)Cl (CCl4). Run at temperature 75 celsius. The product is CC1(N=C(OC1)C1=C(C(Br)C2=NC(=CC(=N2)OC)OC)C=CC=C1)C (2-(2-(4,4-dimethyl-oxazolin-2-yl)-α-bromobenzyl)-4,6-dimethoxypyrimidine). RXN SMILES: [CH3:1][C:2]1([CH3:24])[CH2:6][O:5][C:4]([C:7]2[CH:23]=[CH:22][CH:21]=[CH:20][C:8]=2[CH2:9][C:10]2[N:15]=[C:14]([O:16][CH3:17])[CH:13]=[C:12]([O:18][CH3:19])[N:11]=2)=[N:3]1.[Br:25]N1C(=O)CCC1=O.C(OOC(=O)C1C=CC=CC=1)(=O)C1C=CC=CC=1>C(Cl)(Cl)(Cl)Cl>[CH3:1][C:2]1([CH3:24])[CH2:6][O:5][C:4]([C:7]2[CH:23]=[CH:22][CH:21]=[CH:20][C:8]=2[CH:9]([C:10]2[N:11]=[C:12]([O:18][CH3:19])[CH:13]=[C:14]([O:16][CH3:17])[N:15]=2)[Br:25])=[N:3]1. Procedure: 0.55 g of 2-(2-(4,4-dimethyl-oxazolin-2-yl)-benzyl)-4,6-dimethoxypyrimidine, 0.30 g of a N-bromosuccinimide, 0.03 g of benzoyl peroxide are dissolved in 60 ml of CCl4 and heated under reflux overnight at 75° C. The reaction mixture is filtered and the filtrate washed with 5% NaHCO3 solution (50 ml), 50 ml of water and the organic phase separated and concentrated to give the title compound. Reactants: ClC1(C2=NCN([C@H]3[C@H](O)[C@H](O)[C@@H](CO)O3)C2=NC=N1)N (6-chloroadenosine), C1(CCCC1)N (cyclopentylamine), C(C)O (ethanol). Run in CO (MeOH). Product: C1(CCCC1)NC=1C=2N=CN([C@H]3[C@H](O)[C@H](O)[C@@H](CO)O3)C2N=CN1 (N6-cyclopentyladenosine). Reaction SMILES: Cl[C:2]1([NH2:20])[N:19]=[CH:18][N:17]=[C:16]2[C:3]1=[N:4][CH2:5][N:6]2[C@@H:7]1[O:15][C@H:12]([CH2:13][OH:14])[C@@H:10]([OH:11])[C@H:8]1[OH:9].[CH:21]1(N)[CH2:25][CH2:24][CH2:23][CH2:22]1.C(O)C>CO>[CH:21]1([NH:20][C:2]2[C:3]3[N:4]=[CH:5][N:6]([C:16]=3[N:17]=[CH:18][N:19]=2)[C@@H:7]2[O:15][C@H:12]([CH2:13][OH:14])[C@@H:10]([OH:11])[C@H:8]2[OH:9])[CH2:25][CH2:24][CH2:23][CH2:22]1. Procedure details: A solution of 6-chloroadenosine (43 g) and cyclopentylamine (5 eq.) in ethanol (50 eq.) was heated at reflux for 3 hours then cooled to room temperature. The resultant reaction mixture was concentrated in vacuo and the resultant residue was diluted with water (400 ml) and ethyl acetate (400 ml). The eoganic layer was separated and the aqueous layer was extracted into ethyl acetate (2×400 ml). The combined organic layers were washed with water (2×200 ml), dried over sodium sulfate, concentrated i... The reactants are COC1=C(C=C(C=C1)C1=CC=C(C=C1)C(=O)OCC)C1=CC(=CC=C1)[N+](=O)[O-] (4′-methoxy-3′-(3-nitrophenyl)-[1,1′-biphenyl]-4-carboxylic acid, ethyl ester), [OH-].[Na+] (sodium hydroxide), Cl (hydrochloric acid). The solvent is C(C)O (ethanol). Run at temperature 90 celsius. Product: COC1=C(C=C(C=C1)C1=CC=C(C=C1)C(=O)O)C1=CC(=CC=C1)[N+](=O)[O-] (4′-methoxy-3′-(3-nitrophenyl)-[1,1′-biphenyl]-4-carboxylic acid). Reaction SMILES: [CH3:1][O:2][C:3]1[CH:8]=[CH:7][C:6]([C:9]2[CH:14]=[CH:13][C:12]([C:15]([O:17]CC)=[O:16])=[CH:11][CH:10]=2)=[CH:5][C:4]=1[C:20]1[CH:25]=[CH:24][CH:23]=[C:22]([N+:26]([O-:28])=[O:27])[CH:21]=1.[OH-].[Na+].Cl>C(O)C>[CH3:1][O:2][C:3]1[CH:8]=[CH:7][C:6]([C:9]2[CH:10]=[CH:11][C:12]([C:15]([OH:17])=[O:16])=[CH:13][CH:14]=2)=[CH:5][C:4]=1[C:20]1[CH:25]=[CH:24][CH:23]=[C:22]([N+:26]([O-:28])=[O:27])[CH:21]=1 |f:1.2|. Procedure details: A stirred mixture of 4′-methoxy-3′-(3-nitrophenyl)-[1,1′-biphenyl]-4-carboxylic acid, ethyl ester (1.88 g, 5 mmol) and aqueous sodium hydroxide (20 mL of 2 M) in ethanol (30 mL) is heated at 90° C. for 3 h. The cooled mixture was then acidified with hydrochloric acid (100 mL of 1.0 M) and the resulting precipitate is filtered off and dried to give 4′-methoxy-3′-(3-nitrophenyl)-[1,1′-biphenyl]-4-carboxylic acid as a colourless crystalline solid, m.p. 270-274° C. Product: CCCCNc1ncccc1OCc1ccccc1. Starting materials: CCCCI, C[Si](C)(C)[N-][Si](C)(C)C, [Li+], Nc1ncccc1OCc1ccccc1, C1CCOC1. Reaction SMILES: [CH2:26]([CH2:27][CH2:28][CH3:29])[I:30].[CH3:16][Si:17]([CH3:18])([CH3:19])[N-:20][Si:21]([CH3:22])([CH3:23])[CH3:24].[Li+:25].[NH2:1][c:2]1[n:3][cH:4][cH:5][cH:6][c:7]1[O:8][CH2:9][c:10]1[cH:11][cH:12][cH:13][cH:14][cH:15]1.[O:31]1[CH2:32][CH2:33][CH2:34][CH2:35]1>>[NH:1]([c:2]1[n:3][cH:4][cH:5][cH:6][c:7]1[O:8][CH2:9][c:10]1[cH:11][cH:12][cH:13][cH:14][cH:15]1)[CH2:26][CH2:27][CH2:28][CH3:29]. The reactants are O1C(C1C)OC1=CC=C(C=C1)C1=NC2=CC=C(C=C2C(N1)=O)OC (2-[4-(1,2-epoxy-propoxy)-phenyl]-6-methoxy-3,4-dihydro-quinazolin-4-one), C(C)(C)N (isopropylamine). The product is OC(COC1=CC=C(C=C1)C1=NC2=CC=C(C=C2C(N1)=O)OC)CNC(C)C (2-[4-(2-Hydroxy-3-isopropylamino-propoxy)-phenyl]-6-methoxy-3,4-dihydro-quinazolin-4-one). As a reaction SMILES: [O:1]1[CH:3]([CH3:4])[CH:2]1[O:5][C:6]1[CH:11]=[CH:10][C:9]([C:12]2[NH:21][C:20](=[O:22])[C:19]3[C:14](=[CH:15][CH:16]=[C:17]([O:23][CH3:24])[CH:18]=3)[N:13]=2)=[CH:8][CH:7]=1.[CH:25]([NH2:28])([CH3:27])[CH3:26]>>[OH:1][CH:3]([CH2:4][NH:28][CH:25]([CH3:27])[CH3:26])[CH2:2][O:5][C:6]1[CH:7]=[CH:8][C:9]([C:12]2[NH:21][C:20](=[O:22])[C:19]3[C:14](=[CH:15][CH:16]=[C:17]([O:23][CH3:24])[CH:18]=3)[N:13]=2)=[CH:10][CH:11]=1. Procedure details: This compound was prepared analogous to Example 4 from 2-[4-(1,2-epoxy-propoxy)-phenyl]-6-methoxy-3,4-dihydro-quinazolin-4-one and isopropylamine. Starting materials: CS (methylmercaptan), C[O-].[Na+] (sodium methylate), BrCC(C(CF)(C)C)=O (1-bromo-3,3-dimethyl-4-fluoro-butan-2-one). The solvent is CO (methanol), CO (methanol). Conditions: temperature 20 celsius, time 12 hour. Yields the product CC(C(CSC)=O)(CF)C (3,3-dimethyl-4-fluoro-1-methylthio-butan-2-one). Yield: 77.3%. RXN SMILES: [CH3:1][SH:2].C[O-].[Na+].Br[CH2:7][C:8](=[O:14])[C:9]([CH3:13])([CH3:12])[CH2:10][F:11]>CO>[CH3:12][C:9]([CH3:13])([CH2:10][F:11])[C:8](=[O:14])[CH2:7][S:2][CH3:1] |f:1.2|. Procedure: 40 g (0.83 mol) of methylmercaptan were passed into 150 ml of methanol at -20° C. A solution of 45 g (0.83 mol) of sodium methylate in 200 ml of methanol was then added dropwise to the same temperature. 154 g (0.78 mol) of 1-bromo-3,3-dimethyl-4-fluoro-butan-2-one were now added dropwise at 0° C. The mixture was stirred for a further 12 hours at 20° C., the inorganic precipitate was filtered off and the filtrate was distilled. 99 g (77% of theory) of 3,3-dimethyl-4-fluoro-1-methylthio-butan-2-on...